This data is from the Open Reaction Database (ORD), a public repository of structured organic reaction records. The task is: describe an organic reaction: reactants, conditions, products, and yield The reactants are CCOC(=O)c1cc(Br)nc2[nH]ncc12, CCO, CS(C)=O, Cc1cc(C)c(CN)c(=O)[nH]1, [Na+], [OH-]. Yields the product Cc1cc(C)c(CNC(=O)c2cc(Br)nc3[nH]ncc23)c(=O)[nH]1. Reaction SMILES: [Br:3][c:4]1[cH:5][c:6]([C:13]([O:15][CH2:14][CH3:16])=[O:17])[c:7]2[c:8]([n:9]1)[nH:10][n:11][cH:12]2.[CH3:29][CH2:30][OH:31].[CH3:32][S:33]([CH3:34])=[O:35].[NH2:18][CH2:19][c:20]1[c:21](=[O:28])[nH:22][c:23]([CH3:27])[cH:24][c:25]1[CH3:26].[Na+:2].[OH-:1]>>[Br:3][c:4]1[cH:5][c:6]([C:13](=[O:15])[NH:18][CH2:19][c:20]2[c:21](=[O:28])[nH:22][c:23]([CH3:27])[cH:24][c:25]2[CH3:26])[c:7]2[c:8]([n:9]1)[nH:10][n:11][cH:12]2. The reactants are C(C#C)OC1CCN(CC1)C(=O)OC(C)(C)C (tert-butyl 4-(prop-2-yn-1-yloxy)piperidine-1-carboxylate), Cl (HCl), Cl (HCl). The solvent is O1CCOCC1 (1,4-dioxane), O1CCOCC1 (1,4-dioxane), O1CCOCC1 (1,4-dioxane). Reaction conditions: time 1 hour. The product is Cl.C(C#C)OC1CCNCC1 (4-(prop-2-yn-1-yloxy)piperidine hydrochloride). RXN SMILES: [CH2:1]([O:4][CH:5]1[CH2:10][CH2:9][N:8](C(OC(C)(C)C)=O)[CH2:7][CH2:6]1)[C:2]#[CH:3].[ClH:18]>O1CCOCC1>[ClH:18].[CH2:1]([O:4][CH:5]1[CH2:10][CH2:9][NH:8][CH2:7][CH2:6]1)[C:2]#[CH:3] |f:3.4|. Reported procedure: To a RT solution of tert-butyl 4-(prop-2-yn-1-yloxy)piperidine-1-carboxylate (0.826 g, 3.45 mmol) in 1,4-dioxane (10 mL) was added 4.0M HCl solution in 1,4-dioxane (1.80 mL, 7.20 mmol). After 2 h an additional amount of 4.0M HCl solution in 1,4-dioxane (1.80 mL, 7.20 mmol) was added and the reaction was stirred for 1 h. The solvent was removed in vacuo to yield the titled compound as a white crystalline solid (632 mg, quant). The reactants are C(C)N(C1=CC=C(C=C1)N=O)CC (N,N-diethyl-p-nitrosoaniline), C1(=CC=CC=C1)N1N=C(C=C1N)C1=CC=CC=C1 (1,3-diphenyl-5-aminopyrazole). Solvent: C(C)(=O)O (acetic acid). Product: C(C)N(C1=CC=C2N=C3C(=NC2=C1)N(N=C3C3=CC=CC=C3)C3=CC=CC=C3)CC (7-diethylamino-1,3-diphenyl-1H-pyrazolo[3,4-b]quinoxaline). The yield is 40.7%. As a reaction SMILES: [CH2:1]([N:3]([CH2:12][CH3:13])[C:4]1[CH:9]=[CH:8][C:7]([N:10]=O)=[CH:6][CH:5]=1)[CH3:2].[C:14]1([N:20]2[C:24]([NH2:25])=[CH:23][C:22]([C:26]3[CH:31]=[CH:30][CH:29]=[CH:28][CH:27]=3)=[N:21]2)[CH:19]=[CH:18][CH:17]=[CH:16][CH:15]=1>C(O)(=O)C>[CH2:1]([N:3]([CH2:12][CH3:13])[C:4]1[CH:9]=[C:8]2[C:7]([N:10]=[C:23]3[C:22]([C:26]4[CH:31]=[CH:30][CH:29]=[CH:28][CH:27]=4)=[N:21][N:20]([C:14]4[CH:15]=[CH:16][CH:17]=[CH:18][CH:19]=4)[C:24]3=[N:25]2)=[CH:6][CH:5]=1)[CH3:2]. Procedure: 1.78 g N,N-diethyl-p-nitrosoaniline and 2.65 g 1,3-diphenyl-5-aminopyrazole were refluxed for 2 hrs in acetic acid. The mixture was concentrated to half volume. Water was added to get a precipitate, then filtered. The solid was purified by chromatograph column on silica gel. After removing the solvent, 1.6 g pure 7-diethylamino-1,3-diphenyl-1H-pyrazolo[3,4-b]quinoxaline (DEDPPQ) was obtained as a brown solid. The reactants are COC1=C(C=O)C=CC(=C1)OCCC=1N=C(OC1C)C1=CC=CC=C1 (2-methoxy-4-[2-(5-methyl-2-phenyl-oxazol-4-yl)-ethoxy]-benzaldehyde), OC1=CC(=C(C=O)C=C1)OC (4-hydroxy-2-methoxy-benzaldehyde), CC1=C(N=C(O1)C1=CC=CC=C1)CCOS(=O)(=O)C (methanesulfonic acid 2-(5-methyl-2-phenyl-oxazol-4-yl)-ethyl ester), C(C1=CC=CC=C1)[C@@H]1N(C(OC1)=O)C(COCC)=O ((S)-4-benzyl-3-ethoxyacetyl-oxazolidin-2-one), B(CCCC)(CCCC)OS(=O)(=O)C(F)(F)F (nBu2BOTf). Product: C(C1=CC=CC=C1)[C@@H]1N(C(OC1)=O)C([C@H]([C@@H](C1=C(C=C(C=C1)OCCC=1N=C(OC1C)C1=CC=CC=C1)OC)O)OCC)=O ((S)-4-benzyl-3-((2S,3R)-2-ethoxy-3-hydroxy-3-{2-methoxy-4-[2-(5-methyl-2-phenyl-oxazol-4yl)-ethoxy]-phenyl}-propionyl)-oxazolidin-2-one). As a reaction SMILES: [CH3:1][O:2][C:3]1[CH:10]=[C:9]([O:11][CH2:12][CH2:13][C:14]2[N:15]=[C:16]([C:20]3[CH:25]=[CH:24][CH:23]=[CH:22][CH:21]=3)[O:17][C:18]=2[CH3:19])[CH:8]=[CH:7][C:4]=1[CH:5]=[O:6].OC1C=CC(C=O)=C(OC)C=1.CC1OC(C2C=CC=CC=2)=NC=1CCOS(C)(=O)=O.[CH2:56]([C@H:63]1[CH2:67][O:66][C:65](=[O:68])[N:64]1[C:69](=[O:74])[CH2:70][O:71][CH2:72][CH3:73])[C:57]1[CH:62]=[CH:61][CH:60]=[CH:59][CH:58]=1.B(OS(C(F)(F)F)(=O)=O)(CCCC)CCCC>>[CH2:56]([C@H:63]1[CH2:67][O:66][C:65](=[O:68])[N:64]1[C:69](=[O:74])[C@@H:70]([O:71][CH2:72][CH3:73])[C@H:5]([OH:6])[C:4]1[CH:7]=[CH:8][C:9]([O:11][CH2:12][CH2:13][C:14]2[N:15]=[C:16]([C:20]3[CH:25]=[CH:24][CH:23]=[CH:22][CH:21]=3)[O:17][C:18]=2[CH3:19])=[CH:10][C:3]=1[O:2][CH3:1])[C:57]1[CH:58]=[CH:59][CH:60]=[CH:61][CH:62]=1. Reported procedure: In analogy to the procedures described in examples 11 a] to 11 c], 2-methoxy-4-[2-(5-methyl-2-phenyl-oxazol-4-yl)-ethoxy]-benzaldehyde (prepared from 4-hydroxy-2-methoxy-benzaldehyde and methanesulfonic acid 2-(5-methyl-2-phenyl-oxazol-4-yl)-ethyl ester in analogy to the procedure described in example 114 b]) was reacted with (S)-4-benzyl-3-ethoxyacetyl-oxazolidin-2-one and nBu2BOTf to yield (S)-4-benzyl-3-((2S,3R)-2-ethoxy-3-hydroxy-3-{2-methoxy-4-[2-(5-methyl-2-phenyl-oxazol-4yl)-ethoxy]-pheny...